From a dataset of the Open Reaction Database (ORD), a public repository of structured organic reaction records. describe an organic reaction: reactants, conditions, products, and yield The reactants are C=CC#N, CO, CNCCc1ccccn1. The product is N#CCCNCCc1ccccn1. Reaction SMILES: [CH2:1]=[CH:2][C:3]#[N:4].[CH3:15][OH:16].[CH3:5][NH:6][CH2:7][CH2:8][c:9]1[n:10][cH:11][cH:12][cH:13][cH:14]1>>[CH2:2]([C:3]#[N:4])[CH2:5][NH:6][CH2:7][CH2:8][c:9]1[n:10][cH:11][cH:12][cH:13][cH:14]1. Reactants: Cl (HCl), COC(CC1CCN(CC2=C1C=CC=C2)C(CCCC2=CC=C1C(=N2)N(CCC1)C(=O)OC(C)(C)C)=O)=O (methyl-2-[2-(4-{1-[(tert-butyl)oxycarbonyl]-1,2,3,4-tetrahydropyridino[2,3-b]pyridin-7-yl}butanoyl)-1H,3H,4H,5H-benzo[e]azepin-5-yl]acetate), Cl.O1CCOCC1 (HCl dioxane), [OH-].[Na+] (NaOH). Run at time 18 hour. Yields the product N1CCCC=2C1=NC(=CC2)CCCC(=O)N2CCC(C1=C(C2)C=CC=C1)CC(=O)O (2-[2-(4-(1,2,3,4-tetrahydropyridino[2,3-b]pyridin-7-yl)butanoyl)-1H,3H,4H,5H-benzo[e]azepin-5-yl]acetic acid). RXN SMILES: C[O:2][C:3](=[O:38])[CH2:4][CH:5]1[C:11]2[CH:12]=[CH:13][CH:14]=[CH:15][C:10]=2[CH2:9][N:8]([C:16](=[O:37])[CH2:17][CH2:18][CH2:19][C:20]2[N:25]=[C:24]3[N:26](C(OC(C)(C)C)=O)[CH2:27][CH2:28][CH2:29][C:23]3=[CH:22][CH:21]=2)[CH2:7][CH2:6]1.Cl.O1CCOCC1.[OH-].[Na+].Cl>>[NH:26]1[C:24]2=[N:25][C:20]([CH2:19][CH2:18][CH2:17][C:16]([N:8]3[CH2:9][C:10]4[CH:15]=[CH:14][CH:13]=[CH:12][C:11]=4[CH:5]([CH2:4][C:3]([OH:38])=[O:2])[CH2:6][CH2:7]3)=[O:37])=[CH:21][CH:22]=[C:23]2[CH2:29][CH2:28][CH2:27]1 |f:1.2,3.4|. Procedure: To methyl-2-[2-(4-{1-[(tert-butyl)oxycarbonyl]-1,2,3,4-tetrahydropyridino[2,3-b]pyridin-7-yl}butanoyl)-1H,3H,4H,5H-benzo[e]azepin-5-yl]acetate was added 4.0M HCl/dioxane (4 mL) and the resulting mixture was stirred for 18 hrs at room temperature, concentrated by rotary evaporation, diluted in MeOH followed by the addition of 1N NaOH (5 eq). The mixture was stirred at room temperature for 48 hrs., acidified with 1N HCl, concentrated by rotary evaporation and extracted with dichloromethane. The or... Reactants: C1(=CC=CC=C1)[C@H](C)NC1=NC=CC(=N1)N1C=NC2=C1C=CC(=C2)I (2-[(S)-1-Phenylethylamino]-4-[5-iodobenzimidazol-1-yl]pyrimidine), NC=1C=C(C=CC1C)B(O)O (3-amino-4-methyl-phenylboronic acid). Yields the product C1(=CC=CC=C1)[C@H](C)NC1=NC=CC(=N1)N1C=NC2=C1C=CC(=C2)C2=CC(=C(C=C2)C)N (2-[(S)-1-Phenylethylamino]-4-[5-(3-amino-4-methyl-phenyl)benzimidazol-1-yl]pyrimidine). Procedure details: The title compound was prepared according to the procedure described in EXAMPLE 397, starting from 2-[(S)-1-Phenylethylamino]-4-[5-iodobenzimidazol-1-yl]pyrimidine and 3-amino-4-methyl-phenylboronic acid. Mass spectrum (ESI) 421.3 (M+1). Reaction SMILES: [C:1]1([C@@H:7]([NH:9][C:10]2[N:15]=[C:14]([N:16]3[C:20]4[CH:21]=[CH:22][C:23](I)=[CH:24][C:19]=4[N:18]=[CH:17]3)[CH:13]=[CH:12][N:11]=2)[CH3:8])[CH:6]=[CH:5][CH:4]=[CH:3][CH:2]=1.[NH2:26][C:27]1[CH:28]=[C:29](B(O)O)[CH:30]=[CH:31][C:32]=1[CH3:33]>>[C:1]1([C@@H:7]([NH:9][C:10]2[N:15]=[C:14]([N:16]3[C:20]4[CH:21]=[CH:22][C:23]([C:29]5[CH:30]=[CH:31][C:32]([CH3:33])=[C:27]([NH2:26])[CH:28]=5)=[CH:24][C:19]=4[N:18]=[CH:17]3)[CH:13]=[CH:12][N:11]=2)[CH3:8])[CH:6]=[CH:5][CH:4]=[CH:3][CH:2]=1. The reactants are Cc1cc(C#N)ccc1Br, C1COCCO1, CC(C)n1cc(B2OC(C)(C)C(C)(C)O2)c2ccc(NS(C)(=O)=O)cc21, [K+], [K+], [K+], CC(=O)[O-], CC(=O)[O-], O=P([O-])([O-])[O-], [Pd+2], CN(C)c1ccccc1-c1ccccc1P(c1ccccc1)c1ccccc1. The product is Cc1cc(C#N)ccc1-c1cn(C(C)C)c2cc(NS(C)(=O)=O)ccc12. Reaction SMILES: [Br:27][c:28]1[c:29]([CH3:36])[cH:30][c:31]([C:32]#[N:33])[cH:34][cH:35]1.[CH2:82]1[O:83][CH2:84][CH2:85][O:86][CH2:87]1.[CH:1]([CH3:2])([CH3:3])[n:4]1[cH:5][c:6]([B:18]2[O:19][C:20]([CH3:21])([CH3:22])[C:23]([CH3:24])([CH3:25])[O:26]2)[c:7]2[cH:8][cH:9][c:10]([NH:13][S:14](=[O:15])(=[O:16])[CH3:17])[cH:11][c:12]12.[K+:70].[K+:71].[K+:72].[O-:74][C:75]([CH3:76])=[O:77].[O-:78][C:79]([CH3:80])=[O:81].[P:65]([O-:66])([O-:67])([O-:68])=[O:69].[Pd+2:73].[c:37]1([P:38]([c:39]2[cH:40][cH:41][cH:42][cH:43][cH:44]2)[c:45]2[cH:46][cH:47][cH:48][cH:49][c:50]2-[c:51]2[cH:52][cH:53][cH:54][cH:55][c:56]2[N:57]([CH3:58])[CH3:59])[cH:60][cH:61][cH:62][cH:63][cH:64]1>>[CH:1]([CH3:2])([CH3:3])[n:4]1[cH:5][c:6](-[c:28]2[c:29]([CH3:36])[cH:30][c:31]([C:32]#[N:33])[cH:34][cH:35]2)[c:7]2[cH:8][cH:9][c:10]([NH:13][S:14](=[O:15])(=[O:16])[CH3:17])[cH:11][c:12]12. The reactants are C1(=CC=CC=C1)P(C1=CC=CC=C1)C1=CC=CC=C1 (triphenylphosphine), BrCC=1CS[C@H]2N(C1C(=O)OCC(Cl)(Cl)Cl)C([C@H]2NC=O)=O (2,2,2-trichloroethyl 3-bromomethyl-7β-formamidoceph-3-em-4-carboxylate). The solvent is C(C)(=O)OCC (ethyl acetate), C(C)(=O)OCC (ethyl acetate). Reaction conditions: time 45 minute. The product is [Br-].C(=O)N[C@H]1[C@@H]2N(C(=C(CS2)C[P+](C2=CC=CC=C2)(C2=CC=CC=C2)C2=CC=CC=C2)C(=O)OCC(Cl)(Cl)Cl)C1=O ([7β-Formamido-4-(2,2,2-trichloroethoxycarbonyl)ceph-3-em-3-ylmethyl]-triphenylphosphonium Bromide). Isolated yield 74.1%. RXN SMILES: [C:1]1([P:7]([C:14]2[CH:19]=[CH:18][CH:17]=[CH:16][CH:15]=2)[C:8]2[CH:13]=[CH:12][CH:11]=[CH:10][CH:9]=2)[CH:6]=[CH:5][CH:4]=[CH:3][CH:2]=1.[Br:20][CH2:21][C:22]1[CH2:23][S:24][C@@H:25]2[C@H:37]([NH:38][CH:39]=[O:40])[C:36](=[O:41])[N:26]2[C:27]=1[C:28]([O:30][CH2:31][C:32]([Cl:35])([Cl:34])[Cl:33])=[O:29]>C(OCC)(=O)C>[Br-:20].[CH:39]([NH:38][C@@H:37]1[C:36](=[O:41])[N:26]2[C:27]([C:28]([O:30][CH2:31][C:32]([Cl:34])([Cl:33])[Cl:35])=[O:29])=[C:22]([CH2:21][P+:7]([C:1]3[CH:2]=[CH:3][CH:4]=[CH:5][CH:6]=3)([C:8]3[CH:13]=[CH:12][CH:11]=[CH:10][CH:9]=3)[C:14]3[CH:15]=[CH:16][CH:17]=[CH:18][CH:19]=3)[CH2:23][S:24][C@H:25]12)=[O:40] |f:3.4|. Reported procedure: A solution of triphenylphosphine (1.06 g, 2 equiv.) in ethyl acetate (5 ml) was added to a stirred solution of 2,2,2-trichloroethyl 3-bromomethyl-7β-formamidoceph-3-em-4-carboxylate (0.91 g, 2 mmole) in ethyl acetate (5 ml). The mixture was stirred at ca. 20° for 45 minutes and then warmed to 45° for 10 minutes. The precipitated solid was filtered off, washed with ethyl acetate and ether, and dried to give the title phosphonium salt (1.06 g, 74%), m.p. 151° to 153° (dec.), [α]D + 92° (C 1.0; CHC... Starting materials: C1(CC1)C=1C=CC(=NC1OCC1CC1)C(=O)O (5-cyclopropyl-6-cyclopropylmethyloxy-pyridine-2-carboxylic acid), CC(N)C1=NOC(=N1)C (α,5-dimethyl-1,2,4-oxadiazole-3-methanamine), CO (MeOH). Solvent: CCCCCCC (heptane). Yields the product CC1=NC(=NO1)C(C)NC(=O)C1=NC(=C(C=C1)C1CC1)OCC1CC1 (5-Cyclopropyl-6-cyclopropylmethoxy-pyridine-2-carboxylic acid [(−)-1-(5-methyl-[1,2,4]oxadiazol-3-yl)-ethyl]-amide). As a reaction SMILES: [CH:1]1([C:4]2[CH:5]=[CH:6][C:7]([C:15]([OH:17])=O)=[N:8][C:9]=2[O:10][CH2:11][CH:12]2[CH2:14][CH2:13]2)[CH2:3][CH2:2]1.[CH3:18][CH:19]([C:21]1[N:25]=[C:24]([CH3:26])[O:23][N:22]=1)[NH2:20].CO>CCCCCCC>[CH3:26][C:24]1[O:23][N:22]=[C:21]([CH:19]([NH:20][C:15]([C:7]2[CH:6]=[CH:5][C:4]([CH:1]3[CH2:2][CH2:3]3)=[C:9]([O:10][CH2:11][CH:12]3[CH2:13][CH2:14]3)[N:8]=2)=[O:17])[CH3:18])[N:25]=1. Procedure: The title compound was synthesized in analogy to Example 1, using 5-cyclopropyl-6-cyclopropylmethyloxy-pyridine-2-carboxylic acid (Example 42a) and α,5-dimethyl-1,2,4-oxadiazole-3-methanamine (CAN 1153834-40-2) as starting materials. The product was isolated by chiral chromatography on Chiralpak AD using heptane/20% ethanol as eluent. The (−)-enantiomer was isolated. LC-MS (UV peak area/ESI) 98.1%, 343.1767 (M+H)+, αD20 (MeOH)=−28.2°.